This data is from the Open Reaction Database (ORD), a public repository of structured organic reaction records. The task is: describe an organic reaction: reactants, conditions, products, and yield Starting materials: NC=1C(=NC(=CC1)Br)C(=O)OCC (ethy 3-amino-6-bromo-pyridine-2-carboxylate), CC(=O)OC(=O)C (Ac2O). The solvent is C1CCOC1 (THF). Run at temperature 60 celsius. The product is C(C)(=O)NC=1C(=NC(=CC1)Br)C(=O)OCC (ethyl 3-acetamido-6-bromo-pyridine-2-carboxylate). As a reaction SMILES: [NH2:1][C:2]1[C:3]([C:9]([O:11][CH2:12][CH3:13])=[O:10])=[N:4][C:5]([Br:8])=[CH:6][CH:7]=1.[CH3:14][C:15](OC(C)=O)=[O:16]>C1COCC1>[C:15]([NH:1][C:2]1[C:3]([C:9]([O:11][CH2:12][CH3:13])=[O:10])=[N:4][C:5]([Br:8])=[CH:6][CH:7]=1)(=[O:16])[CH3:14]. Procedure: To a solution of ethy 3-amino-6-bromo-pyridine-2-carboxylate (10 g, 40.8 mmol) in THF (50 ml) was added Ac2O (12 ml, 127.8 mmol) at ambient temperature then the solution was heated to 60° C. for 3 h. The solution was allowed to cool to ambient temperature then concentrated under reduced pressure and dissolved in ethyl acetate. This afforded the product in crystalline form. The mother liquor was purified using flash chromatography eluting with ethyl acetate/heptane, gradient, giving ethyl 3-aceta... Reactants: [OH-].[Na+] (sodium hydroxide), Cl.Cl.Cl.C(C1=CC=CC=C1)OC(=O)C1(CC1)C(NC1=C(C=C(C=C1)OC1=CC(=NC=C1)NC(=O)N1CCC(CC1)N1CCN(CC1)C)F)=O (1-[2-fluoro-4-(2-{[4-(4-methylpiperazin-1-yl)piperidine-1-carbonyl]amino}pyridin-4-yloxy)phenylcarbamoyl]cyclopropanecarboxylic acid benzyl ester trihydrochloride). Run in O1CCCC1 (tetrahydrofuran). Conditions: time 42 minute. Yields the product O.O.Cl.Cl.Cl.FC1=C(C=CC(=C1)OC1=CC(=NC=C1)NC(=O)N1CCC(CC1)N1CCN(CC1)C)NC(=O)C1(CC1)C(=O)O (1-[2-Fluoro-4-(2-{[4-(4-methylpiperazin-1-yl)piperidine-1-carbonyl]amino}pyridin-4-yloxy)phenylcarbamoyl]cyclopropanecarboxylic acid trihydrochloride dihydrate). RXN SMILES: [OH-:1].[Na+].[ClH:3].Cl.Cl.C([O:13][C:14]([C:16]1([C:19](=[O:51])[NH:20][C:21]2[CH:26]=[CH:25][C:24]([O:27][C:28]3[CH:33]=[CH:32][N:31]=[C:30]([NH:34][C:35]([N:37]4[CH2:42][CH2:41][CH:40]([N:43]5[CH2:48][CH2:47][N:46]([CH3:49])[CH2:45][CH2:44]5)[CH2:39][CH2:38]4)=[O:36])[CH:29]=3)=[CH:23][C:22]=2[F:50])[CH2:18][CH2:17]1)=[O:15])C1C=CC=CC=1>O1CCCC1>[OH2:13].[OH2:1].[ClH:3].[ClH:3].[ClH:3].[F:50][C:22]1[CH:23]=[C:24]([O:27][C:28]2[CH:33]=[CH:32][N:31]=[C:30]([NH:34][C:35]([N:37]3[CH2:42][CH2:41][CH:40]([N:43]4[CH2:44][CH2:45][N:46]([CH3:49])[CH2:47][CH2:48]4)[CH2:39][CH2:38]3)=[O:36])[CH:29]=2)[CH:25]=[CH:26][C:21]=1[NH:20][C:19]([C:16]1([C:14]([OH:15])=[O:13])[CH2:18][CH2:17]1)=[O:51] |f:0.1,2.3.4.5,7.8.9.10.11.12|. Reported procedure: A 5N sodium hydroxide aqueous solution (40 ml) was added at room temperature to a solution of 1-[2-fluoro-4-(2-{[4-(4-methylpiperazin-1-yl)piperidine-1-carbonyl]amino}pyridin-4-yloxy)phenylcarbamoyl]cyclopropanecarboxylic acid benzyl ester trihydrochloride (20 g) in tetrahydrofuran (200 ml) and stirred for 2 hours and 42 minutes. After completion of the reaction, the reaction mixture was allowed to stand and the layers were separated. The obtained organic layer was added dropwise over a period o... The reactants are C(C)(=O)ON=C(C(=O)OC(C1=CC=CC=C1)C1=CC=CC=C1)C=1NC(SC1)=NC(CCl)=O (benzhydryl 2-acetoxyimino-2-(2-chloroacetylimino- 4-thiazolin-4-yl)acetate), FC(C(=O)O)(F)F (trifluoroacetic acid). The solvent is C1(=CC=CC=C1)OC (anisole). The product is C(C)(=O)ON=C(C(=O)O)C=1NC(SC1)=NC(CCl)=O (2-acetoxyimino-2-(2-chloroacetylimino-4-thiazolin-4-yl)-acetic acid). Yield: 79.1%. Reaction SMILES: [C:1]([O:4][N:5]=[C:6]([C:23]1[NH:24][C:25](=[N:28][C:29](=[O:32])[CH2:30][Cl:31])[S:26][CH:27]=1)[C:7]([O:9]C(C1C=CC=CC=1)C1C=CC=CC=1)=[O:8])(=[O:3])[CH3:2].FC(F)(F)C(O)=O>C1(OC)C=CC=CC=1>[C:1]([O:4][N:5]=[C:6]([C:23]1[NH:24][C:25](=[N:28][C:29](=[O:32])[CH2:30][Cl:31])[S:26][CH:27]=1)[C:7]([OH:9])=[O:8])(=[O:3])[CH3:2]. Procedure: In 16.5 ml of anisole there were suspended 6.10 g of benzhydryl 2-acetoxyimino-2-(2-chloroacetylimino- 4-thiazolin-4-yl)acetate(syn-isomer) and under ice-cooling and stirring, 65.7 ml of trifluoroacetic acid was added dropwise. The mixture were stirred at that temperature for 15 minutes, after which the trifluoroacetic acid was distilled off under reduced pressure. To the residue was added n-hexane, whereupon an oily product separated out. The product was washed well with n-hexane ad the n-hexan...